This data is from the Open Reaction Database (ORD), a public repository of structured organic reaction records. The task is: describe an organic reaction: reactants, conditions, products, and yield Reactants: FC1=CC=C(C=C1)C=1CCN(CC1)CC=1C(=NC(=NC1)C)N (5-[4-(4-fluoro-phenyl)-3,6-dihydro-2H-pyridin-1-ylmethyl]-2-methyl-pyrimidin-4-ylamine), Cl (hydrochloric acid). The solvent is C(C)O (ethanol). Product: Cl.Cl.FC1=CC=C(C=C1)C=1CCN(CC1)CC=1C(=NC(=NC1)C)N (5-[4-(4-fluoro-phenyl)-3,6-dihydro-2H-pyridin-1-ylmethyl]-2-methyl-pyrimidin-4-ylamine dihydrochloride). Yield: 54.0%. RXN SMILES: [F:1][C:2]1[CH:7]=[CH:6][C:5]([C:8]2[CH2:9][CH2:10][N:11]([CH2:14][C:15]3[C:16]([NH2:22])=[N:17][C:18]([CH3:21])=[N:19][CH:20]=3)[CH2:12][CH:13]=2)=[CH:4][CH:3]=1.[ClH:23]>C(O)C>[ClH:23].[ClH:23].[F:1][C:2]1[CH:7]=[CH:6][C:5]([C:8]2[CH2:13][CH2:12][N:11]([CH2:14][C:15]3[C:16]([NH2:22])=[N:17][C:18]([CH3:21])=[N:19][CH:20]=3)[CH2:10][CH:9]=2)=[CH:4][CH:3]=1 |f:3.4.5|. Reported procedure: 3.2 g (0.011 mol) of 5-[4-(4-fluoro-phenyl)-3,6-dihydro-2H-pyridin-1-ylmethyl]-2-methyl-pyrimidin-4-ylamine were dissolved in ethanol and treated with excess ethanolic hydrochloric acid. Crystals separated from the solution. 2.2 g (54%) of 5-[4-(4-fluoro-phenyl)-3,6-dihydro-2H-pyridin-1-ylmethyl]-2-methyl-pyrimidin-4-ylamine dihydrochloride were obtained as pale yellow crystals; m.p. 262°-264°.